This data is from the Open Reaction Database (ORD), a public repository of structured organic reaction records. The task is: describe an organic reaction: reactants, conditions, products, and yield The reactants are [H-].[Na+] (sodium hydride), O (water), C(CCS)S (1,3-propanedithiol), C(C1=CC=CC=C1)C(C(=O)C1=CC=C(C=C1)C1=CC=C(C=C1)Br)(CC)N(C)C (2-benzyl-1-(4'-bromo-biphenyl-4-yl)-2-dimethylamino-butan-1-one). Solvent: CN(C=O)C (dimethylformamide), CN(C=O)C (dimethylformamide). Reaction conditions: temperature 100 celsius, time 2 hour. The product is C(C1=CC=CC=C1)C(C(=O)C1=CC=C(C=C1)C1=CC=C(C=C1)SCCCS)(CC)N(C)C (2-Benzyl-2-dimethylamino-1-[4'-(3-mercapto-propylthio)-biphenyl-4-yl]-butan-1-one). As a reaction SMILES: [H-].[Na+].[CH2:3]([SH:7])[CH2:4][CH2:5][SH:6].[CH2:8]([C:15]([N:33]([CH3:35])[CH3:34])([CH2:31][CH3:32])[C:16]([C:18]1[CH:23]=[CH:22][C:21]([C:24]2[CH:29]=[CH:28][C:27](Br)=[CH:26][CH:25]=2)=[CH:20][CH:19]=1)=[O:17])[C:9]1[CH:14]=[CH:13][CH:12]=[CH:11][CH:10]=1.O>CN(C)C=O>[CH2:8]([C:15]([N:33]([CH3:35])[CH3:34])([CH2:31][CH3:32])[C:16]([C:18]1[CH:19]=[CH:20][C:21]([C:24]2[CH:29]=[CH:28][C:27]([S:6][CH2:5][CH2:4][CH2:3][SH:7])=[CH:26][CH:25]=2)=[CH:22][CH:23]=1)=[O:17])[C:9]1[CH:10]=[CH:11][CH:12]=[CH:13][CH:14]=1 |f:0.1|. Procedure details: 9.2 mmol of sodium hydride are suspended in 40 ml of dry dimethylformamide and 2.3 ml (23 mmol) of 1,3-propanedithiol are added dropwise. Then 2.0 g (4.6 mmol) of 2-benzyl-1-(4'-bromo-biphenyl-4-yl)-2-dimethylamino-butan-1-one (prepared by the method described in U.S. Pat. No. 5,534,629) in 60 ml of dimethylformamide are added dropwise. After stirring the solution at 100° C. for 2 h, the solution is poured into water. The crude product is extracted with methylene chloride, washed with water, dri... Reactants: O=C1C(CCCC2=C1C=CC=C2)CC(=O)OCC (ethyl 2-(5-oxo-6,7,8,9-tetrahydro-5H-benzo[7]annulen-6-yl)acetate), [OH-].[K+] (potassium hydroxide). Run in C(C)O (ethanol). Yields the product O=C1C(CCCC2=C1C=CC=C2)CC(=O)O (2-(5-oxo-6,7,8,9-tetrahydro-5H-benzo[7]annulen-6-yl)acetic acid), oil. Isolated yield 97.0%. As a reaction SMILES: [O:1]=[C:2]1[C:8]2[CH:9]=[CH:10][CH:11]=[CH:12][C:7]=2[CH2:6][CH2:5][CH2:4][CH:3]1[CH2:13][C:14]([O:16]CC)=[O:15].[OH-].[K+]>C(O)C>[O:1]=[C:2]1[C:8]2[CH:9]=[CH:10][CH:11]=[CH:12][C:7]=2[CH2:6][CH2:5][CH2:4][CH:3]1[CH2:13][C:14]([OH:16])=[O:15] |f:1.2|. Procedure details: The compound of formula (Db), ethyl 2-(5-oxo-6,7,8,9-tetrahydro-5H-benzo[7]annulen-6-yl)acetate, (6.6 g, 26.8 mmol) was dissolved in ethanol (EtOH) (30 mL), then 10% potassium hydroxide (KOH) aqueous solution (37.5 mL, 67 mmol) was added and the resulting mixture was refluxed for 2 h. After cooling to ambient temperature, the EtOH was removed by evaporation. The residue was extracted with EtOAc twice (15 mL×2). The aqueous layer was then transferred into a flask and cooled with an ice-water bath... Reactants: COC(=O)C(C)Br, O=C([O-])[O-], CN(C)C=O, Oc1cnc(Cl)nc1, [K+], [K+], O. The product is COC(=O)C(C)Oc1cnc(Cl)nc1. As a reaction SMILES: [Br:9][CH:10]([C:11](=[O:12])[O:13][CH3:14])[CH3:15].[C:16](=[O:17])([O-:18])[O-:19].[CH3:22][N:23]([CH3:24])[CH:25]=[O:26].[Cl:1][c:2]1[n:3][cH:4][c:5]([OH:8])[cH:6][n:7]1.[K+:20].[K+:21].[OH2:27]>>[Cl:1][c:2]1[n:3][cH:4][c:5]([O:8][CH:10]([C:11](=[O:12])[O:13][CH3:14])[CH3:15])[cH:6][n:7]1. Reactants: C(C=C)OC(=O)N1[C@@H](C[C@@H](C1)SC1=C(N2C([C@@H]([C@H]2[C@H]1C)[C@@H](C)O)=O)C(=O)OCC=C)CCC=1N(C=CN1)C (allyl (4R,5S,6S)-3-[(2R,4S)-1-allyloxycarbonyl-2-{2-(1-methylimidazol-2-yl)ethyl}-pyrrolidin-4-yl]thio-6-[(1R)-1-hydroxyethyl]-4-methyl-7-oxo-1-azabicyclo[3.2.0]hept-2-ene-2-carboxylate), IC (iodomethane). The solvent is CC(=O)C (acetone). Conditions: time 8 hour. The product is [I-].C(C=C)OC(=O)N1[C@@H](C[C@@H](C1)SC1=C(N2C([C@@H]([C@H]2[C@H]1C)[C@@H](C)O)=O)C(=O)OCC=C)CC[CH2+]1N(C=CN1C)C (allyl (4R,5S,6S)-3[(2R,4S)-1-allyloxycarbonyl-2-{2-(1,3-dimethyl-2-imidazolio)ethyl}pyrrolidin-4-yl]thio-6-[(1R)-1-hydroxyethyl]-4-methyl-7-oxo-1-azabicyclo[3.2.0]hept-2-ene-2-carboxylate iodide). Reaction SMILES: [CH2:1]([O:4][C:5]([N:7]1[CH2:11][C@@H:10]([S:12][C:13]2[C@H:19]([CH3:20])[C@H:18]3[N:15]([C:16](=[O:24])[C@@H:17]3[C@H:21]([OH:23])[CH3:22])[C:14]=2[C:25]([O:27][CH2:28][CH:29]=[CH2:30])=[O:26])[CH2:9][C@H:8]1[CH2:31][CH2:32][C:33]1[N:34]([CH3:38])[CH:35]=[CH:36][N:37]=1)=[O:6])[CH:2]=[CH2:3].[I:39][CH3:40]>CC(C)=O>[I-:39].[CH2:1]([O:4][C:5]([N:7]1[CH2:11][C@@H:10]([S:12][C:13]2[C@H:19]([CH3:20])[C@H:18]3[N:15]([C:16](=[O:24])[C@@H:17]3[C@H:21]([OH:23])[CH3:22])[C:14]=2[C:25]([O:27][CH2:28][CH:29]=[CH2:30])=[O:26])[CH2:9][C@H:8]1[CH2:31][CH2:32][CH2+:33]1[N:37]([CH3:40])[CH:36]=[CH:35][N:34]1[CH3:38])=[O:6])[CH:2]=[CH2:3] |f:3.4|. Procedure details: To a solution of allyl (4R,5S,6S)-3-[(2R,4S)-1-allyloxycarbonyl-2-{2-(1-methylimidazol-2-yl)ethyl}-pyrrolidin-4-yl]thio-6-[(1R)-1-hydroxyethyl]-4-methyl-7-oxo-1-azabicyclo[3.2.0]hept-2-ene-2-carboxylate (3.58 g) in acetone (17 ml) was added iodomethane (2.05 ml) with stirring at ambient temperature and then allowed to stand overnight. The reaction mixture was evaporated in vacuo and dried in vacuo for 1 hour to give allyl (4R,5S,6S)-3[(2R,4S)-1-allyloxycarbonyl-2-{2-(1,3-dimethyl-2-imidazolio)et...